This data is from the Open Reaction Database (ORD), a public repository of structured organic reaction records. The task is: describe an organic reaction: reactants, conditions, products, and yield Reactants: CCO, N#Cc1ccc(Cc2cc(-c3ccc(OC(F)(F)F)cc3)nn2C2CCCCC2)cc1, [K+], [OH-], O. The product is O=C(O)c1ccc(Cc2cc(-c3ccc(OC(F)(F)F)cc3)nn2C2CCCCC2)cc1. Reaction SMILES: [CH3:35][CH2:36][OH:37].[CH:1]1([n:7]2[n:8][c:9](-[c:21]3[cH:22][cH:23][c:24]([O:27][C:28]([F:29])([F:30])[F:31])[cH:25][cH:26]3)[cH:10][c:11]2[CH2:12][c:13]2[cH:14][cH:15][c:16]([C:17]#[N:18])[cH:19][cH:20]2)[CH2:2][CH2:3][CH2:4][CH2:5][CH2:6]1.[K+:34].[OH-:33].[OH2:32]>>[CH:1]1([n:7]2[n:8][c:9](-[c:21]3[cH:22][cH:23][c:24]([O:27][C:28]([F:29])([F:30])[F:31])[cH:25][cH:26]3)[cH:10][c:11]2[CH2:12][c:13]2[cH:14][cH:15][c:16]([C:17](=[O:32])[OH:33])[cH:19][cH:20]2)[CH2:2][CH2:3][CH2:4][CH2:5][CH2:6]1. Reactants: CCN(CC)c1ccc2nc3c4cc(OCCCCCC(=O)OCc5ccccc5)ccc4c(=O)cc-3oc2c1, CO. Product: CCN(CC)c1ccc2nc3c4cc(OCCCCCC(=O)OC)ccc4c(=O)cc-3oc2c1. As a reaction SMILES: [CH2:1]([CH3:2])[N:3]([c:4]1[cH:5][c:6]2[o:7][c:8]3[cH:9][c:10](=[O:38])[c:11]4[c:12]([c:13]-3[n:14][c:15]2[cH:16][cH:17]1)[cH:18][c:19]([O:22][CH2:23][CH2:24][CH2:25][CH2:26][CH2:27][C:28](=[O:29])[O:30][CH2:31][c:32]1[cH:33][cH:34][cH:35][cH:36][cH:37]1)[cH:20][cH:21]4)[CH2:39][CH3:40].[CH3:41][OH:42]>>[CH2:1]([CH3:2])[N:3]([c:4]1[cH:5][c:6]2[o:7][c:8]3[cH:9][c:10](=[O:38])[c:11]4[c:12]([c:13]-3[n:14][c:15]2[cH:16][cH:17]1)[cH:18][c:19]([O:22][CH2:23][CH2:24][CH2:25][CH2:26][CH2:27][C:28](=[O:29])[O:30][CH3:31])[cH:20][cH:21]4)[CH2:39][CH3:40]. The reactants are OC=1C(=CC2=C(SC(=C2)C(=O)O)C1)OC (6-Hydroxy-5-methoxybenzo[b]thiophene-2-carboxylic acid), Cl (hydrochloric acid), ice. Reagents/catalysts: [Cu] (copper). The solvent is N1=CC=CC2=CC=CC=C12 (quinoline). Yields the product OC=1C(=CC2=C(SC=C2)C1)OC (6-Hydroxy-5-methoxybenzo[b]thiophene). Reaction SMILES: [OH:1][C:2]1[C:3]([O:14][CH3:15])=[CH:4][C:5]2[CH:9]=[C:8](C(O)=O)[S:7][C:6]=2[CH:13]=1.Cl>[Cu].N1C2C(=CC=CC=2)C=CC=1>[OH:1][C:2]1[C:3]([O:14][CH3:15])=[CH:4][C:5]2[CH:9]=[CH:8][S:7][C:6]=2[CH:13]=1. Procedure details: A mixture of the product from Step C (8 g), copper dust (2 g) and quinoline (40 mL) was heated under reflux for two hours. The hot reaction mixture was poured onto crushed ice (200 g), acidified with 6N hydrochloric acid and filtered. The filtrate was washed with saturated sodium chloride solution, dried (Na2SO4) and filtered and the solvent was evaporated in vacuo, leaving 5 g of waxy solid. Reactants: O=C1NCC[C@@H]1OS(=O)(=O)C (methanesulfonic acid (S)-2-oxo-pyrrolidin-3-yl ester), COC=1C=C2CC3(CCNCC3)C(C2=CC1)=O (5-methoxyspiro[indene-2,4′-piperidin]-1(3H)-one), CCN(C(C)C)C(C)C (DIEA). Run in C(C)#N (acetonitrile). Run at temperature 85 celsius. Product: COC=1C=C2CC3(CCN(CC3)C3C(NCC3)=O)C(C2=CC1)=O (5-methoxy-1′-(2-oxopyrrolidin-3-yl)spiro[indene-2,4′-piperidin]-1 (3H)-one). The yield is 77.3%. RXN SMILES: [O:1]=[C:2]1[C@@H:6](OS(C)(=O)=O)[CH2:5][CH2:4][NH:3]1.[CH3:12][O:13][C:14]1[CH:15]=[C:16]2[C:25](=[CH:26][CH:27]=1)[C:24](=[O:28])[C:18]1([CH2:23][CH2:22][NH:21][CH2:20][CH2:19]1)[CH2:17]2.CCN(C(C)C)C(C)C>C(#N)C>[CH3:12][O:13][C:14]1[CH:15]=[C:16]2[C:25](=[CH:26][CH:27]=1)[C:24](=[O:28])[C:18]1([CH2:23][CH2:22][N:21]([CH:6]3[CH2:5][CH2:4][NH:3][C:2]3=[O:1])[CH2:20][CH2:19]1)[CH2:17]2. Procedure details: To a 250 mL round bottom flask was added methanesulfonic acid (S)-2-oxo-pyrrolidin-3-yl ester (2) (4.76 mmol, 852 mg) and 5-methoxyspiro[indene-2,4′-piperidin]-1(3H)-one (3) (4.32 mmol, 1.00 g) in DIEA (17.29 mmol, 3.02 mL) and acetonitrile (20 mL). The solution was then heated to 85° C. for 90 min. The reaction was concentrated in vacuo and flash column chromatography (silica) was performed eluting with ethyl acetate to 20% MeOH/ethyl acetate afforded the title compound (1.05 g, 77% yield). Cal... Starting materials: [N+]1(=CC=CC2=CC=CC=C12)[O-] (Quinoline N-oxide), C(CC(=O)C)(=O)OC (methyl acetoacetate), NN (hydrazine). Run in C(C)(=O)OC(C)=O (acetic anhydride). Conditions: temperature 90 celsius, time 18 hour. The product is CC/1=NNC(\C1=C\1/NC2=CC=CC=C2C=C1)=O ((Z)-3-methyl-4-(quinolin-2(1H)-ylidene)-1H-pyrazol-5(4H)-one). RXN SMILES: [N+:1]1([O-])[C:10]2[C:5](=[CH:6][CH:7]=[CH:8][CH:9]=2)[CH:4]=[CH:3][CH:2]=1.[C:12]([O:18]C)(=O)[CH2:13][C:14]([CH3:16])=O.[NH2:20][NH2:21]>C(OC(=O)C)(=O)C>[CH3:16][C:14]1=[N:20][NH:21][C:12](=[O:18])/[C:13]/1=[C:2]1\[NH:1][C:10]2[C:5]([CH:4]=[CH:3]\1)=[CH:6][CH:7]=[CH:8][CH:9]=2. Procedure details: Commercially available Quinoline N-oxide (Aldrich) (145 mg, 1 mmol) and methyl acetoacetate (0.1 mL, 1 mmol) was dissolved in acetic anhydride (2 mL) and heated at 90° C. for 1-2 hrs. The reaction mixture was cooled to room temperature and concentrated in vacuo, and the residue treated with ether. The resulting precipitate was filtered and dried in vacuo. Then, the crude material was dissolved in a mixture of ethanol and acetic acid (10:1, 2 mL) and treated with hydrazine (0.03 mL, 1 mmol). The ... Procedure: Dicyclohexylcarbodiimide (1.58 g) was added to an ice-cooled solution of 2.0 g of N-carbobenzyloxyserine, 1.57 g of 1-(3-phenylpropyl)piperazine and 1.04 g of 1-hydroxybenzotiazole in 30 ml of N,N-dimethylformamide. The mixture was stirred at room temperature for 24 hours, then diluted with ethyl acetate, washed in sequence with two portions of 4% aqueous sodium hydrogen carbonate, one portion of water and one portion of saturated aqueous solution of sodium chloride, dried over anhydrous sodium ... Run at time 24 hour. As a reaction SMILES: C1(N=C=NC2CCCCC2)CCCCC1.[C:16]([NH:26][C@H:27]([C:30]([OH:32])=O)[CH2:28][OH:29])([O:18][CH2:19][C:20]1[CH:25]=[CH:24][CH:23]=[CH:22][CH:21]=1)=[O:17].[C:33]1([CH2:39][CH2:40][CH2:41][N:42]2[CH2:47][CH2:46][NH:45][CH2:44][CH2:43]2)[CH:38]=[CH:37][CH:36]=[CH:35][CH:34]=1.OS1C2C=CC=CC=2N=C1>CN(C)C=O.C(OCC)(=O)C>[CH2:19]([O:18][C:16]([NH:26][CH:27]([CH2:28][OH:29])[C:30]([N:45]1[CH2:46][CH2:47][N:42]([CH2:41][CH2:40][CH2:39][C:33]2[CH:38]=[CH:37][CH:36]=[CH:35][CH:34]=2)[CH2:43][CH2:44]1)=[O:32])=[O:17])[C:20]1[CH:21]=[CH:22][CH:23]=[CH:24][CH:25]=1. The product is C(C1=CC=CC=C1)OC(=O)NC(C(=O)N1CCN(CC1)CCCC1=CC=CC=C1)CO (1-[2-(benzyloxycarbonylamino)-3-hydroxypropionyl]-4-(3-phenylpropyl}piperazine). The yield is 73.1%. Reactants: C1(CCCCC1)N=C=NC1CCCCC1 (Dicyclohexylcarbodiimide), ice, C(=O)(OCC1=CC=CC=C1)N[C@@H](CO)C(=O)O (N-carbobenzyloxyserine), C1(=CC=CC=C1)CCCN1CCNCC1 (1-(3-phenylpropyl)piperazine), OS1C=NC2=C1C=CC=C2 (1-hydroxybenzotiazole). Solvent: C(C)(=O)OCC (ethyl acetate), CN(C=O)C (N,N-dimethylformamide). Starting materials: BrC=1C=CC(=C(C1)B(O)O)OC (5-bromo-2-methoxyphenylboronic acid), IC=1C=C(C=CC1)[N+](=O)[O-] (3-iodonitrobenzene), C([O-])([O-])=O.[K+].[K+] (potassium carbonate). The reagents and catalysts are C(C)(=O)[O-].[Pd+2].C(C)(=O)[O-] (palladium(II) acetate). Run in CO (methanol), O (water). Run at time 4 hour. The product is BrC=1C=CC(=C(C1)C1=CC(=CC=C1)[N+](=O)[O-])OC (5-Bromo-2-methoxy-3′-nitro-biphenyl). Isolated yield 63.0%. Reaction SMILES: [Br:1][C:2]1[CH:3]=[CH:4][C:5]([O:11][CH3:12])=[C:6](B(O)O)[CH:7]=1.I[C:14]1[CH:15]=[C:16]([N+:20]([O-:22])=[O:21])[CH:17]=[CH:18][CH:19]=1.C(=O)([O-])[O-].[K+].[K+]>CO.O.C([O-])(=O)C.[Pd+2].C([O-])(=O)C>[Br:1][C:2]1[CH:3]=[CH:4][C:5]([O:11][CH3:12])=[C:6]([C:14]2[CH:19]=[CH:18][CH:17]=[C:16]([N+:20]([O-:22])=[O:21])[CH:15]=2)[CH:7]=1 |f:2.3.4,7.8.9|. Procedure details: A suspension of 5-bromo-2-methoxyphenylboronic acid (500 mg, 2.17 mmol), 3-iodonitrobenzene (647 mg, 2.60 mmol), and potassium carbonate (599 mg, 4.33 mmol) in methanol (10 mL) and water (2 mL) was degassed for 30 min under a nitrogen stream followed by the addition of palladium(II) acetate (9.72 mg, 0.0433 mmol). The reaction was stirred at room temperature for 4 h. The methanol was removed under reduced pressure, ethyl acetate (50 mL) and water (50 mL) were added, and the biphasic suspension w... Reactants: OC1=C(C=CC=C1)C(=O)/C(/C(=O)OC(C)(C)C)=C\C1=CC=CC=C1 ((E)-tert-butyl 2-(2-hydroxyphenylcarbonyl)-3-phenylprop-2-enoate), III, C1(=CC=C(C=C1)S(=O)(=O)O)C (p-toluenesulfonic acid). Reagents/catalysts: NC(=S)N (thiourea). The solvent is C1(=CC=CC=C1)C (toluene). Product: O1[C@H](CC(=O)C2=CC=CC=C12)C1=CC=CC=C1 ((R)-flavanone). The yield is 91.4%. As a reaction SMILES: [OH:1][C:2]1[CH:7]=[CH:6][CH:5]=[CH:4][C:3]=1[C:8](/[C:10](=[CH:18]\[C:19]1[CH:24]=[CH:23][CH:22]=[CH:21][CH:20]=1)/C(OC(C)(C)C)=O)=[O:9].C1(C)C=CC(S(O)(=O)=O)=CC=1>NC(N)=S.C1(C)C=CC=CC=1>[O:1]1[C:2]2[C:3](=[CH:4][CH:5]=[CH:6][CH:7]=2)[C:8](=[O:9])[CH2:10][C@@H:18]1[C:19]1[CH:24]=[CH:23][CH:22]=[CH:21][CH:20]=1. Reported procedure: Prepared according to general procedure using (E)-tert-butyl 2-(2-hydroxyphenylcarbonyl)-3-phenylprop-2-enoate (5) (65 mg, 0.2 mmol) and thiourea catalyst III (14 mg, 0.02 mmol) in 2.0 mL toluene for 36 h at −25° C. and p-toluenesulfonic acid (19 mg, 0.10 mmol) for 24 h. Purification via column chromatography with 10% EtOAc/hexanes afforded 41 mg (92%) of 7 as a white solid in 94% ee. [α]D: +55.6 (EtOH, c=0.5). Analytical data match those reported in the literature. The reactants are ClS(=O)(=O)O (chlorosulfonic acid), [N+](=O)([O-])C1=C(O/C(/C(=O)OC)=C\C(=O)OC)C=CC=C1 (dimethyl 2-(2-nitrophenoxy)fumarate), [N+](=O)([O-])C1=C(O/C(/C(=O)OC)=C/C(=O)OC)C=CC=C1 (dimethyl 2-(2-nitrophenoxy)maleate). Reaction SMILES: ClS(O)(=O)=O.[N+:6]([C:9]1[CH:25]=[CH:24][CH:23]=[CH:22][C:10]=1[O:11]/[C:12](=[CH:17]\[C:18]([O:20]C)=O)/[C:13]([O:15][CH3:16])=[O:14])([O-:8])=[O:7].[N+](C1C=CC=CC=1O/C(=C/C(OC)=O)/C(OC)=O)([O-])=O>>[N+:6]([C:9]1[C:10]2[O:11][C:12]([C:13]([O:15][CH3:16])=[O:14])=[CH:17][C:18](=[O:20])[C:22]=2[CH:23]=[CH:24][CH:25]=1)([O-:8])=[O:7]. The yield is 92.0%. Procedure details: A reaction container equipped with a stirrer, a cooling tube and a thermometer was charged with 250 parts by weight of chlorosulfonic acid. Thereto, 50 parts by weight of a mixture (content: 82.1% by weight, fumaric acid/maleic acid ratio=58/42) of dimethyl 2-(2-nitrophenoxy)fumarate and dimethyl 2-(2-nitrophenoxy)maleate was added dropwise at an inner temperature of 50° C. or below. After completion of addition, the inner temperature was raised to 70° C. and the mixture was stirred and kept at ... Product: [N+](=O)([O-])C1=CC=CC=2C(C=C(OC21)C(=O)OC)=O (8-nitro-2-methoxycarbonyl-4-oxo-4H-1-benzopyran). Reaction conditions: temperature 70 celsius, time 6 hour.